Dataset: the Open Reaction Database (ORD), a public repository of structured organic reaction records. Task: describe an organic reaction: reactants, conditions, products, and yield Starting materials: BrC(Br)(Br)Br, ClCCl, O, c1ccc(P(c2ccccc2)c2ccccc2)cc1, OCCCOCCc1ccc2sccc2c1. Yields the product BrCCCOCCc1ccc2sccc2c1. Reaction SMILES: [C:36]([Br:37])([Br:38])([Br:39])[Br:40].[CH2:42]([Cl:43])[Cl:44].[OH2:41].[c:17]1([P:18]([c:19]2[cH:20][cH:21][cH:22][cH:23][cH:24]2)[c:25]2[cH:26][cH:27][cH:28][cH:29][cH:30]2)[cH:31][cH:32][cH:33][cH:34][cH:35]1.[s:1]1[cH:2][cH:3][c:4]2[c:5]1[cH:6][cH:7][c:8]([CH2:10][CH2:11][O:12][CH2:13][CH2:14][CH2:15][OH:16])[cH:9]2>>[s:1]1[cH:2][cH:3][c:4]2[c:5]1[cH:6][cH:7][c:8]([CH2:10][CH2:11][O:12][CH2:13][CH2:14][CH2:15][Br:37])[cH:9]2. Procedure details: 1-(4-Fluorophenyl)-6-fluoro-3-hydroxy-7-(4-methylpiperazin-1-yl)-1H-quinazoline-2,4-dione, trifluoroacetate; The product is FC1=CC=C(C=C1)N1C(N(C(C2=CC(=C(C=C12)N1CCCC1)F)=O)O)=O (1-(4-Fluorophenyl)-6-fluoro-3-hydroxy-7-pyrrolidin-1-yl-1H-quinazoline-2,4-dione). Reactants: FC1=CC=C(C=C1)N1C(N(C(C2=CC(=C(C=C12)N1CCN(CC1)C)F)=O)O)=O (1-(4-Fluorophenyl)-6-fluoro-3-hydroxy-7-(4-methylpiperazin-1-yl)-1H-quinazoline-2,4-dione), FC(C(=O)[O-])(F)F (trifluoroacetate). RXN SMILES: [F:1][C:2]1[CH:7]=[CH:6][C:5]([N:8]2[C:17]3[C:12](=[CH:13][C:14]([F:25])=[C:15]([N:18]4[CH2:23][CH2:22]N(C)[CH2:20][CH2:19]4)[CH:16]=3)[C:11](=[O:26])[N:10]([OH:27])[C:9]2=[O:28])=[CH:4][CH:3]=1.FC(F)(F)C([O-])=O>>[F:1][C:2]1[CH:7]=[CH:6][C:5]([N:8]2[C:17]3[C:12](=[CH:13][C:14]([F:25])=[C:15]([N:18]4[CH2:23][CH2:22][CH2:20][CH2:19]4)[CH:16]=3)[C:11](=[O:26])[N:10]([OH:27])[C:9]2=[O:28])=[CH:4][CH:3]=1. Starting materials: [Br-], CC[Mg+], ClCCl, COc1ccc2c(c1)C(=O)c1c(cc3c(c1O)CCC(=O)C3)C2=O. Yields the product C#CC1(O)CCc2c(cc3c(c2O)C(=O)c2cc(OC)ccc2C3=O)C1. RXN SMILES: [Br-:1].[CH2:2]([CH3:3])[Mg+:4].[Cl:29][CH2:30][Cl:31].[OH:5][c:6]1[c:7]2[c:12]([cH:13][c:14]3[c:23]1[C:22](=[O:24])[c:21]1[c:16]([cH:17][cH:18][c:19]([O:25][CH3:26])[cH:20]1)[C:15]3=[O:27])[CH2:11][C:10](=[O:28])[CH2:9][CH2:8]2>>[C:2](#[CH:3])[C:10]1([OH:28])[CH2:9][CH2:8][c:7]2[c:6]([OH:5])[c:23]3[c:14]([cH:13][c:12]2[CH2:11]1)[C:15](=[O:27])[c:16]1[cH:17][cH:18][c:19]([O:25][CH3:26])[cH:20][c:21]1[C:22]3=[O:24]. Reactants: CC(=O)N1CCC(=Cc2cc(C(C)C)c(O)c(C(C)C)c2)C1=O, [CH2]C, C1CCOC1, CO, Cl, [Na+], [OH-]. Yields the product CC(C)c1cc(C=C2CCNC2=O)cc(C(C)C)c1O. RXN SMILES: [C:1](=[O:2])([CH3:3])[N:4]1[C:5](=[O:23])[C:6](=[CH:9][c:10]2[cH:11][c:12]([CH:20]([CH3:21])[CH3:22])[c:13]([OH:19])[c:14]([CH:16]([CH3:17])[CH3:18])[cH:15]2)[CH2:7][CH2:8]1.[CH2:26][CH3:27].[CH2:31]1[O:32][CH2:33][CH2:34][CH2:35]1.[CH3:29][OH:30].[ClH:28].[Na+:25].[OH-:24]>>[NH:4]1[C:5](=[O:23])[C:6](=[CH:9][c:10]2[cH:11][c:12]([CH:20]([CH3:21])[CH3:22])[c:13]([OH:19])[c:14]([CH:16]([CH3:17])[CH3:18])[cH:15]2)[CH2:7][CH2:8]1.